Dataset: the Open Reaction Database (ORD), a public repository of structured organic reaction records. Task: describe an organic reaction: reactants, conditions, products, and yield RXN SMILES: [F:1][C:2]1[CH:7]=[CH:6][C:5]([CH:8]([OH:25])[CH2:9][N:10]([CH3:24])[S:11]([C:14]2[C:15]3[CH2:22][CH2:21][CH2:20][C:19](=O)[C:16]=3[S:17][CH:18]=2)(=[O:13])=[O:12])=[CH:4][CH:3]=1.Cl.[NH2:27][O:28][C:29]([N:31]([CH3:33])[CH3:32])=[O:30]>C(O)(=O)C>[CH3:32][N:31]([CH3:33])[C:29]([O:28]/[N:27]=[C:19]1/[CH2:20][CH2:21][CH2:22][C:15]2[C:14]([S:11]([N:10]([CH2:9][CH:8]([C:5]3[CH:6]=[CH:7][C:2]([F:1])=[CH:3][CH:4]=3)[OH:25])[CH3:24])(=[O:12])=[O:13])=[CH:18][S:17][C:16]/1=2)=[O:30] |f:1.2|. Procedure: 7-Oxo-4,5,6,7-tetrahydro-benzo[b]thiophene-3-sulfonic acid [2-(4-fluorophenyl)-2-hydroxyethyl]-methyl-amide (the compound of Preparation Example 48) (60 mg) and [[(aminooxy)carbonyl](methyl)amino]methane hydrochloride (the compound of Preparation Example 122) (24 mg) were stirred in acetic acid at 50° C. for 3 hours. The residue resulting from the removal of the solvent by evaporation was purified by silica gel column chromatography (hexane/ethyl acetate). Among the two spots that were identifei... The solvent is C(C)(=O)O (acetic acid). The product is CN(C(=O)O\N=C/1\CCCC=2C(=CSC21)S(=O)(=O)N(C)CC(O)C2=CC=C(C=C2)F)C ((7Z)-7-({[(Dimethylamino)carbonyl]oxy}imino)-3-{[[2-(4-fluoro-phenyl)-2-hydroxyethyl](methyl)amino]sulfonyl}-4,5,6,7-tetrahydro-1-benzothiophene). Starting materials: FC1=CC=C(C=C1)C(CN(S(=O)(=O)C=1C2=C(SC1)C(CCC2)=O)C)O (7-Oxo-4,5,6,7-tetrahydro-benzo[b]thiophene-3-sulfonic acid [2-(4-fluorophenyl)-2-hydroxyethyl]-methyl-amide), Cl.NOC(=O)N(C)C ([[(aminooxy)carbonyl](methyl)amino]methane hydrochloride).